Dataset: the Open Reaction Database (ORD), a public repository of structured organic reaction records. Task: describe an organic reaction: reactants, conditions, products, and yield Starting materials: CC12CC3CC(C)(C1)CC(Br)(C3)C2, O=CO, Cl, NC(N)=O. Product: CC12CC3CC(C)(C1)CC(N)(C3)C2. Reaction SMILES: [Br:1][C:2]12[CH2:3][C:4]3([CH3:13])[CH2:5][C:6]([CH3:12])([CH2:7][CH:8]([CH2:9]1)[CH2:10]3)[CH2:11]2.[CH:19]([OH:20])=[O:21].[ClH:18].[NH2:14][C:15](=[O:16])[NH2:17]>>[C:2]12([NH2:14])[CH2:3][C:4]3([CH3:13])[CH2:5][C:6]([CH3:12])([CH2:7][CH:8]([CH2:9]1)[CH2:10]3)[CH2:11]2. The reactants are ClC1C(CCCC1)SCC(=O)OC (Methyl [(2-chlorocyclohexyl)thio]acetate), ClC=1C=C(C(=O)OO)C=CC1 (3-Chloroperoxybenzoic acid). Solvent: C(Cl)Cl (methylene chloride). Reaction conditions: temperature 5 celsius, time 20 hour. The product is ClC1C(CCCC1)S(=O)CC(=O)OC (Methyl [(2-chlorocyclohexyl)sulfinyl]acetate). RXN SMILES: [Cl:1][CH:2]1[CH2:7][CH2:6][CH2:5][CH2:4][CH:3]1[S:8][CH2:9][C:10]([O:12][CH3:13])=[O:11].ClC1C=C(C=CC=1)C(OO)=[O:19]>C(Cl)Cl>[Cl:1][CH:2]1[CH2:7][CH2:6][CH2:5][CH2:4][CH:3]1[S:8]([CH2:9][C:10]([O:12][CH3:13])=[O:11])=[O:19]. Procedure: Methyl [(2-chlorocyclohexyl)thio]acetate (2.5 g, 0.0112 mole) was added to methylene chloride (35 ml) and the mixture was cooled to 5° C. with an ice bath. 3-Chloroperoxybenzoic acid (85%, 2.3 g, 0.0112 mole) was added, and the reaction mixture was stirred at room temperature for 20 hours. The reaction mixture was cooled to 5° C. with an ice bath, and filtered. Solid sodium thiosulfate was added to the filtrate and the mixture was stirred for several minutes then filtered. The filtrate was dried...